Dataset: the Open Reaction Database (ORD), a public repository of structured organic reaction records. Task: describe an organic reaction: reactants, conditions, products, and yield Reactants: O=C([O-])[O-], N#Cc1ccc(C=CC(=O)O)cc1, [K+], [K+]. Product: N#Cc1ccc(CCC(=O)O)cc1. As a reaction SMILES: [C:14](=[O:15])([O-:16])[O-:17].[C:1](#[N:2])[c:3]1[cH:4][cH:5][c:6]([CH:7]=[CH:8][C:9](=[O:10])[OH:11])[cH:12][cH:13]1.[K+:18].[K+:19]>>[C:1](#[N:2])[c:3]1[cH:4][cH:5][c:6]([CH2:7][CH2:8][C:9](=[O:10])[OH:11])[cH:12][cH:13]1. RXN SMILES: [Cl:1][c:2]1[c:3]2[c:4]([n:5][cH:6][n:7]1)[cH:8][cH:9][nH:10]2.[ClH:22].[F:11][c:12]1[c:13]([OH:21])[cH:14][cH:15][c:16]([N+:18](=[O:19])[O-:20])[cH:17]1.[c:23]1([O:24][c:25]2[cH:26][cH:27][cH:28][cH:29][cH:30]2)[cH:31][cH:32][cH:33][cH:34][cH:35]1>>[c:2]1([O:21][c:13]2[c:12]([F:11])[cH:17][c:16]([N+:18](=[O:19])[O-:20])[cH:15][cH:14]2)[c:3]2[c:4]([n:5][cH:6][n:7]1)[cH:8][cH:9][nH:10]2. The product is O=[N+]([O-])c1ccc(Oc2ncnc3cc[nH]c23)c(F)c1. Reactants: Clc1ncnc2cc[nH]c12, Cl, O=[N+]([O-])c1ccc(O)c(F)c1, c1ccc(Oc2ccccc2)cc1. Starting materials: CCC(CC)C(O)c1nccn1Cc1ccccc1, C1CCOC1, CCOC(C)=O, CCOC(=O)N=NC(=O)OCC, c1ccc(P(c2ccccc2)c2ccccc2)cc1, [N-]=[N+]=NP(=O)(c1ccccc1)c1ccccc1. Product: CCC(CC)C(N=[N+]=[N-])c1nccn1Cc1ccccc1. Reaction SMILES: [CH2:1]([c:2]1[cH:3][cH:4][cH:5][cH:6][cH:7]1)[n:8]1[c:9]([CH:13]([CH:14]([CH2:15][CH3:16])[CH2:17][CH3:18])[OH:19])[n:10][cH:11][cH:12]1.[CH2:68]1[O:69][CH2:70][CH2:71][CH2:72]1.[CH3:73][CH2:74][O:75][C:76]([CH3:77])=[O:78].[O:39]=[C:40]([O:41][CH2:42][CH3:43])[N:44]=[N:45][C:46]([O:47][CH2:48][CH3:49])=[O:50].[c:20]1([P:21]([c:22]2[cH:23][cH:24][cH:25][cH:26][cH:27]2)[c:28]2[cH:29][cH:30][cH:31][cH:32][cH:33]2)[cH:34][cH:35][cH:36][cH:37][cH:38]1.[c:51]1([P:52]([c:53]2[cH:54][cH:55][cH:56][cH:57][cH:58]2)(=[O:59])[N:65]=[N+:66]=[N-:67])[cH:60][cH:61][cH:62][cH:63][cH:64]1>>[CH2:1]([c:2]1[cH:3][cH:4][cH:5][cH:6][cH:7]1)[n:8]1[c:9]([CH:13]([CH:14]([CH2:15][CH3:16])[CH2:17][CH3:18])[N:65]=[N+:66]=[N-:67])[n:10][cH:11][cH:12]1.